Dataset: the Open Reaction Database (ORD), a public repository of structured organic reaction records. Task: describe an organic reaction: reactants, conditions, products, and yield Starting materials: FC1=C(C=CC=C1F)C1(CCOCC1)C(=O)C(C(=O)OCC)C(=O)OCC (diethyl 2-(4-(2,3-difluorophenyl)-tetrahydro-2H-pyran-4-carbonyl)malonate). Run in OS(=O)(=O)O (H2SO4). Conditions: temperature 0 celsius. Product: FC1=CC=C2C(C(C(C3(CCOCC3)C2=C1F)=O)C(=O)OCC)O (ethyl 7,8-difluoro-4-hydroxy-2-oxo-2′,3′,5′,6′-tetrahydro-4H-spiro[naphthalene-1,4′-pyran]-3-carboxylate). Isolated yield 7.9%. As a reaction SMILES: [F:1][C:2]1[C:7]([F:8])=[CH:6][CH:5]=[CH:4][C:3]=1[C:9]1([C:15]([CH:17]([C:23]([O:25]CC)=O)[C:18]([O:20][CH2:21][CH3:22])=[O:19])=[O:16])[CH2:14][CH2:13][O:12][CH2:11][CH2:10]1>OS(O)(=O)=O>[F:8][C:7]1[C:2]([F:1])=[C:3]2[C:4]([CH:23]([OH:25])[CH:17]([C:18]([O:20][CH2:21][CH3:22])=[O:19])[C:15](=[O:16])[C:9]32[CH2:14][CH2:13][O:12][CH2:11][CH2:10]3)=[CH:5][CH:6]=1. Procedure: To 10 mL concentrated H2SO4 stirred at 0° C. was added diethyl 2-(4-(2,3-difluorophenyl)-tetrahydro-2H-pyran-4-carbonyl)malonate (3.3 g, 8.6 mmol) dropwise. The mixture was stirred at 0° C. and allowed to warm to room temperature over 2 hours. The mixture was poured into 100 g crushed ice and extracted with EtOAc (3×100 mL). The combined organic layers were washed with saturated NaCl (20 mL), dried over anhydrous Na2SO4, concentrated in vacuo, and purified by column chromatography (20% EtOAc/hex... Reactants: NC1=NC=C(C(=C1)NC1CCN(CC1)C(=O)OC(C)(C)C)C1=CC=C(C=C1)OC (tert-butyl 4-(2-amino-5-(4-methoxyphenyl)pyridin-4-ylamino)piperidine-1-carboxylate), BrC=1N=CC(=NC1)C#N (5-bromopyrazine-2-carbonitrile), CC1(C2=C(C(=CC=C2)P(C3=CC=CC=C3)C4=CC=CC=C4)OC5=C(C=CC=C51)P(C6=CC=CC=C6)C7=CC=CC=C7)C (xantphos), C([O-])([O-])=O.[Cs+].[Cs+] (cesium carbonate). The reagents and catalysts are C=1C=CC(=CC1)/C=C/C(=O)/C=C/C2=CC=CC=C2.C=1C=CC(=CC1)/C=C/C(=O)/C=C/C2=CC=CC=C2.C=1C=CC(=CC1)/C=C/C(=O)/C=C/C2=CC=CC=C2.[Pd].[Pd] (tris(dibenzylideneacetone)dipalladium(0)). Solvent: COCCOC (DME). Reaction conditions: temperature 100 celsius. Product: COC1=CC=C(C=C1)C=1C(=CC(=NC1)NC=1N=CC(=NC1)C#N)NC1CCN(CC1)C (5-(5-(4-methoxyphenyl)-4-(1-methylpiperidin-4-ylamino)pyridin-2-ylamino)pyrazine-2-carbonitrile). The yield is 19.9%. RXN SMILES: [NH2:1][C:2]1[CH:7]=[C:6]([NH:8][CH:9]2[CH2:14][CH2:13][N:12]([C:15](OC(C)(C)C)=O)[CH2:11][CH2:10]2)[C:5]([C:22]2[CH:27]=[CH:26][C:25]([O:28][CH3:29])=[CH:24][CH:23]=2)=[CH:4][N:3]=1.Br[C:31]1[N:32]=[CH:33][C:34]([C:37]#[N:38])=[N:35][CH:36]=1.CC1(C)C2C(=C(P(C3C=CC=CC=3)C3C=CC=CC=3)C=CC=2)OC2C(P(C3C=CC=CC=3)C3C=CC=CC=3)=CC=CC1=2.C(=O)([O-])[O-].[Cs+].[Cs+]>C1C=CC(/C=C/C(/C=C/C2C=CC=CC=2)=O)=CC=1.C1C=CC(/C=C/C(/C=C/C2C=CC=CC=2)=O)=CC=1.C1C=CC(/C=C/C(/C=C/C2C=CC=CC=2)=O)=CC=1.[Pd].[Pd].COCCOC>[CH3:29][O:28][C:25]1[CH:26]=[CH:27][C:22]([C:5]2[C:6]([NH:8][CH:9]3[CH2:14][CH2:13][N:12]([CH3:15])[CH2:11][CH2:10]3)=[CH:7][C:2]([NH:1][C:31]3[N:32]=[CH:33][C:34]([C:37]#[N:38])=[N:35][CH:36]=3)=[N:3][CH:4]=2)=[CH:23][CH:24]=1 |f:3.4.5,6.7.8.9.10|. Procedure: Dry DME (402 μL) was added to a mixture of tert-butyl 4-(2-amino-5-(4-methoxyphenyl)pyridin-4-ylamino)piperidine-1-carboxylate (16 mg, 0.040 mmol), 5-bromopyrazine-2-carbonitrile (7.39 mg, 0.040 mmol), xantphos (1.859 mg, 3.21 μmol), tris(dibenzylideneacetone)dipalladium(0) (1.471 mg, 1.606 μmol), and cesium carbonate (26.2 mg, 0.080 mmol) in a nitrogen purged, sealed microwave vial. Nitrogen gas was bubbled through the mixture for 5 min. The reaction mixture was heated for 1 hr at 100° C. by mi... RXN SMILES: [Cl:1][C:2]1[CH:15]=[CH:14][C:13]2[N:12]([CH3:16])[C:11]3[C:6](=[CH:7][CH:8]=[CH:9][CH:10]=3)[C:5]([CH2:22]O)([CH2:17][CH2:18][N:19]([CH3:21])[CH3:20])[C:4]=2[CH:3]=1.O=P12OP3(OP(OP(O3)(O1)=O)(=O)O2)=O.[OH-].[Na+]>C1(C)C(C)=CC=CC=1>[Cl:1][C:2]1[CH:15]=[CH:14][C:13]2[N:12]([CH3:16])[C:11]3[CH:6]=[CH:7][CH:8]=[CH:9][C:10]=3[CH:22]=[C:5]([CH2:17][CH2:18][N:19]([CH3:21])[CH3:20])[C:4]=2[CH:3]=1 |f:2.3|. The product is ClC=1C=CC2=C(C(=CC3=C(N2C)C=CC=C3)CCN(C)C)C1 (8-chloro-5-methyl-10-(β-dimethylaminoethyl)dibenzo (b,f) azepine). Reactants: ClC1=CC=2C(C3=CC=CC=C3N(C2C=C1)C)(CCN(C)C)CO (2-chloro-9-hydroxymethyl-9-(β-dimethylaminoethyl)-10-methyl-acridane), O=P12OP3(=O)OP(=O)(O1)OP(=O)(O2)O3 (phosphoric acid anhydride), [OH-].[Na+] (sodium hydroxide), water ice. The yield is 82.5%. Reported procedure: A mixture of 5 gm of 2-chloro-9-hydroxymethyl-9-(β-dimethylaminoethyl)-10-methyl-acridane, 150 cc of xylene and 25 gm of phosphoric acid anhydride was refluxed for 3 hours under a nitrogen atmosphere and after cooling, the reaction mixture was poured into a water-ice mixture. The mixture was made alkaline by the addition of 35cc sodium hydroxide solution and was extracted with ethyl acetate. The organic phase was washed with an aqueous sodium chloride solution, dried over magnesium sulfate, trea... Solvent: C=1(C(=CC=CC1)C)C (xylene). The reactants are N1CCNCC1 (piperazine), [N+](=O)([O-])C1=CC=C(CBr)C=C1 (4-nitrobenzyl bromide). Solvent: C(C)O (ethanol), C(C)O (ethanol). Yields the product Br.[N+](=O)([O-])C1=CC=C(CN2CCNCC2)C=C1 (1-[4-nitrobenzyl]piperazine hydrobromide). The yield is 43.2%. As a reaction SMILES: [NH:1]1[CH2:6][CH2:5][NH:4][CH2:3][CH2:2]1.[N+:7]([C:10]1[CH:17]=[CH:16][C:13]([CH2:14][Br:15])=[CH:12][CH:11]=1)([O-:9])=[O:8]>C(O)C>[BrH:15].[N+:7]([C:10]1[CH:17]=[CH:16][C:13]([CH2:14][N:1]2[CH2:6][CH2:5][NH:4][CH2:3][CH2:2]2)=[CH:12][CH:11]=1)([O-:9])=[O:8] |f:3.4|. Procedure details: Following the procedure of Example 6, but replacing 1-benzylpiperazine with 1-[4-nitrobenzyl]piperazine, provided the desired compound. To a solution of piperazine (2 g, 0.023 mol) in 10 mL of ethanol added a solution of 4-nitrobenzyl bromide (5 g, 0.023 mol) in 20 mL of warm ethanol. It was gently refluxed for 1 hour and stirred at room temperature for one over night. The resulting white precipitate was filtered, washed with a small amount of cold ethanol, and dried to yield 1-[4-nitrobenzyl]pi... Isolated yield 94.4%. Run at time 18 hour. Reported procedure: A solution of methyl 4-[5-(butylcarbamoyl)methyl-1-methylindol-3-ylmethyl]-3-methoxybenzoate (0.23 g) in a combination of methanol (2.5 ml), tetrahydrofuran (2.5 ml), and water (1.5 ml) was treated with lithium hydroxide monohydrate (0.14 g). The mixture was stirred for 18 hr and the organic solvents evaporated. The resultant aqueous solution was acidified with 10% (v/v) hydrochloric acid. The ivory precipitate which formed was collected by filtration, washed with water, and dried under vacuum t... Solvent: O (water). RXN SMILES: [CH2:1]([NH:5][C:6]([CH2:8][C:9]1[CH:10]=[C:11]2[C:15](=[CH:16][CH:17]=1)[N:14]([CH3:18])[CH:13]=[C:12]2[CH2:19][C:20]1[CH:29]=[CH:28][C:23]([C:24]([O:26]C)=[O:25])=[CH:22][C:21]=1[O:30][CH3:31])=[O:7])[CH2:2][CH2:3][CH3:4].CO.O1CCCC1.O.[OH-].[Li+]>O>[CH2:1]([NH:5][C:6]([CH2:8][C:9]1[CH:10]=[C:11]2[C:15](=[CH:16][CH:17]=1)[N:14]([CH3:18])[CH:13]=[C:12]2[CH2:19][C:20]1[CH:29]=[CH:28][C:23]([C:24]([OH:26])=[O:25])=[CH:22][C:21]=1[O:30][CH3:31])=[O:7])[CH2:2][CH2:3][CH3:4] |f:3.4.5|. Product: C(CCC)NC(=O)CC=1C=C2C(=CN(C2=CC1)C)CC1=C(C=C(C(=O)O)C=C1)OC (4-[5-(Butylcarbamoyl)methyl-1-methylindol-3-ylmethyl]-3-methoxybenzoic acid). The reactants are C(CCC)NC(=O)CC=1C=C2C(=CN(C2=CC1)C)CC1=C(C=C(C(=O)OC)C=C1)OC (methyl 4-[5-(butylcarbamoyl)methyl-1-methylindol-3-ylmethyl]-3-methoxybenzoate), CO (methanol), O1CCCC1 (tetrahydrofuran), O.[OH-].[Li+] (lithium hydroxide monohydrate). The reactants are CC(=O)NC(C)(C)c1ccc(Br)cc1, CC(C)(C)P(c1ccccc1-c1ccccc1)C(C)(C)C, C1CCOC1, CC(C)(C)[O-], O=C(C=Cc1ccccc1)C=Cc1ccccc1, c1cc(OC2CNC2)ccc1OCC1CC1, O=C(C=Cc1ccccc1)C=Cc1ccccc1, O=C(C=Cc1ccccc1)C=Cc1ccccc1, [Na+], [Pd], [Pd]. The product is CC(=O)NC(C)(C)c1ccc(N2CC(Oc3ccc(OCC4CC4)cc3)C2)cc1. As a reaction SMILES: [Br:17][c:18]1[cH:19][cH:20][c:21]([C:24]([CH3:25])([CH3:26])[NH:27][C:28]([CH3:29])=[O:30])[cH:22][cH:23]1.[C:37]([P:38]([C:39]([CH3:40])([CH3:41])[CH3:42])[c:43]1[cH:44][cH:45][cH:46][cH:47][c:48]1-[c:49]1[cH:50][cH:51][cH:52][cH:53][cH:54]1)([CH3:55])([CH3:56])[CH3:57].[CH2:58]1[O:59][CH2:60][CH2:61][CH2:62]1.[CH3:31][C:32]([CH3:33])([O-:34])[CH3:35].[CH:101](=[CH:102][C:103]([CH:104]=[CH:105][c:106]1[cH:107][cH:108][cH:109][cH:110][cH:111]1)=[O:112])[c:113]1[cH:114][cH:115][cH:116][cH:117][cH:118]1.[CH:1]1([CH2:4][O:5][c:6]2[cH:7][cH:8][c:9]([O:10][CH:11]3[CH2:12][NH:13][CH2:14]3)[cH:15][cH:16]2)[CH2:2][CH2:3]1.[CH:65](=[CH:66][C:67]([CH:68]=[CH:69][c:70]1[cH:71][cH:72][cH:73][cH:74][cH:75]1)=[O:76])[c:77]1[cH:78][cH:79][cH:80][cH:81][cH:82]1.[CH:83](=[CH:84][C:85]([CH:86]=[CH:87][c:88]1[cH:89][cH:90][cH:91][cH:92][cH:93]1)=[O:94])[c:95]1[cH:96][cH:97][cH:98][cH:99][cH:100]1.[Na+:36].[Pd:63].[Pd:64]>>[CH:1]1([CH2:4][O:5][c:6]2[cH:7][cH:8][c:9]([O:10][CH:11]3[CH2:12][N:13]([c:18]4[cH:19][cH:20][c:21]([C:24]([CH3:25])([CH3:26])[NH:27][C:28]([CH3:29])=[O:30])[cH:22][cH:23]4)[CH2:14]3)[cH:15][cH:16]2)[CH2:2][CH2:3]1. The reactants are O=C[C@H](O)[C@@H](O)[C@H](O)[C@H](O)CO (dextrose), C(C=CC1=CC=CC=C1)(=O)[O-].[Na+] (sodium cinnamate), C(CCCC)(=O)OCC (ethyl pentanoate). Run at time 30 minute. Yields the product C(C)(=O)C1=CC=CC=C1 (Acetophenone). RXN SMILES: [O:1]=C[C@@H]([C@H]([C@@H]([C@@H](CO)O)O)O)O.C([O-])(=O)[CH:14]=[CH:15][C:16]1[CH:21]=[CH:20][CH:19]=[CH:18][CH:17]=1.[Na+].C(OCC)(=O)CCCC>>[C:15]([C:16]1[CH:21]=[CH:20][CH:19]=[CH:18][CH:17]=1)(=[O:1])[CH3:14] |f:1.2|. Procedure: A total of 9 Fernbach flasks, each containing 500 ml. broth, were sterilized for 30 minutes at 121° C. After cooling to room temperature, 5.0 ml. of sterile 50% dextrose solution and 5.0 ml of the 24 hour grown inoculum were added to each flask. The flasks were incubated at 30° C. at 100 rpm for 24 hours. Sterile 10% sodium cinnamate, pH 7.0, was added to each flask as follows, 5 g/l at 24 hours, 9 g/l at 48 hours, and 6 g/l at 72 hours. Samples of broth were analyzed periodically, by GC using e... Reactants: BrC1=C(N=C(S1)C1=CC=C(C=C1)F)C=1C=C(C(=NC1)N)OC (5-(5-bromo-2-(4-fluorophenyl)thiazol-4-yl)-3-methoxypyridin-2-amine), N1=CC=C(C=C1)B(O)O (4-pyridineboronic acid), C(=O)([O-])[O-].[Na+].[Na+] (Na2CO3). Reagents/catalysts: C=1C=CC(=CC1)[P](C=2C=CC=CC2)(C=3C=CC=CC3)[Pd]([P](C=4C=CC=CC4)(C=5C=CC=CC5)C=6C=CC=CC6)([P](C=7C=CC=CC7)(C=8C=CC=CC8)C=9C=CC=CC9)[P](C=1C=CC=CC1)(C=1C=CC=CC1)C=1C=CC=CC1 (Tetrakis(triphenylphosphine)palladium(0)). The solvent is COCCOC (DME). Product: FC1=CC=C(C=C1)C=1SC(=C(N1)C=1C=C(C(=NC1)N)OC)C1=CC=NC=C1 (5-(2-(4-fluorophenyl)-5-(pyridin-4-yl)thiazol-4-yl)-3-methoxypyridin-2-amine). Yield: 55.3%. As a reaction SMILES: Br[C:2]1[S:6][C:5]([C:7]2[CH:12]=[CH:11][C:10]([F:13])=[CH:9][CH:8]=2)=[N:4][C:3]=1[C:14]1[CH:15]=[C:16]([O:21][CH3:22])[C:17]([NH2:20])=[N:18][CH:19]=1.[N:23]1[CH:28]=[CH:27][C:26](B(O)O)=[CH:25][CH:24]=1.C([O-])([O-])=O.[Na+].[Na+]>COCCOC.C1C=CC([P]([Pd]([P](C2C=CC=CC=2)(C2C=CC=CC=2)C2C=CC=CC=2)([P](C2C=CC=CC=2)(C2C=CC=CC=2)C2C=CC=CC=2)[P](C2C=CC=CC=2)(C2C=CC=CC=2)C2C=CC=CC=2)(C2C=CC=CC=2)C2C=CC=CC=2)=CC=1>[F:13][C:10]1[CH:11]=[CH:12][C:7]([C:5]2[S:6][C:2]([C:26]3[CH:27]=[CH:28][N:23]=[CH:24][CH:25]=3)=[C:3]([C:14]3[CH:15]=[C:16]([O:21][CH3:22])[C:17]([NH2:20])=[N:18][CH:19]=3)[N:4]=2)=[CH:8][CH:9]=1 |f:2.3.4,^1:47,49,68,87|. Procedure details: A mixture of 5-(5-bromo-2-(4-fluorophenyl)thiazol-4-yl)-3-methoxypyridin-2-amine (40 mg, 0.11 mmol), 4-pyridineboronic acid (39 mg, 0.32 mmol), and, and aqueous 2.0 M Na2CO3 solution (0.6 mL) in DME (1.8 mL) was sparged with Ar for 3 min. Tetrakis(triphenylphosphine)palladium(0) (20 mg, 0.02 mmol) was added and the reaction mixture was sparged with Ar for 1 min. The reaction was sealed and irradiated at 115° C. for 15 min in a microwave reactor. The reaction mixture was partitioned with EtOAc (2... The reactants are O=C(O)c1cccnc1, [Cl-], O=C(c1ccccc1)c1cc(Cl)ccc1O, Cl, O, c1ccncc1. Product: O=C(Oc1ccc(Cl)cc1C(=O)c1ccccc1)c1cccnc1. As a reaction SMILES: [C:19]([c:20]1[cH:21][n:22][cH:23][cH:24][cH:25]1)(=[O:26])[OH:27].[Cl-:18].[Cl:1][c:2]1[cH:3][c:4]([C:9]([c:10]2[cH:11][cH:12][cH:13][cH:14][cH:15]2)=[O:16])[c:5]([OH:8])[cH:6][cH:7]1.[ClH:17].[OH2:34].[cH:28]1[cH:29][cH:30][n:31][cH:32][cH:33]1>>[Cl:1][c:2]1[cH:3][c:4]([C:9]([c:10]2[cH:11][cH:12][cH:13][cH:14][cH:15]2)=[O:16])[c:5]([O:8][C:19]([c:20]2[cH:21][n:22][cH:23][cH:24][cH:25]2)=[O:26])[cH:6][cH:7]1.